This data is from the Open Reaction Database (ORD), a public repository of structured organic reaction records. The task is: describe an organic reaction: reactants, conditions, products, and yield Starting materials: CC(C)(C)C1CCC(c2ccccc2N2CCNCC2)CC1, C=CC(=O)OC, C1CCOC1. The product is COC(=O)CCN1CCN(c2ccccc2C2CCC(C(C)(C)C)CC2)CC1. RXN SMILES: [C:1]([CH3:2])([CH3:3])([CH3:4])[CH:5]1[CH2:6][CH2:7][CH:8]([c:11]2[c:12]([N:17]3[CH2:18][CH2:19][NH:20][CH2:21][CH2:22]3)[cH:13][cH:14][cH:15][cH:16]2)[CH2:9][CH2:10]1.[C:23]([CH:24]=[CH2:25])(=[O:26])[O:27][CH3:28].[O:29]1[CH2:30][CH2:31][CH2:32][CH2:33]1>>[C:1]([CH3:2])([CH3:3])([CH3:4])[CH:5]1[CH2:6][CH2:7][CH:8]([c:11]2[c:12]([N:17]3[CH2:18][CH2:19][N:20]([CH2:25][CH2:24][C:23](=[O:26])[O:27][CH3:28])[CH2:21][CH2:22]3)[cH:13][cH:14][cH:15][cH:16]2)[CH2:9][CH2:10]1.